Task: describe an organic reaction: reactants, conditions, products, and yield. Dataset: the Open Reaction Database (ORD), a public repository of structured organic reaction records Starting materials: CCC(C)O, C1CCC(CC2CO2)CC1, [H-], [Na+], CN(C)C=O. Yields the product CCC(C)OCC(O)CC1CCCCC1. Reaction SMILES: [CH3:11][CH:12]([CH2:13][CH3:14])[OH:15].[CH:1]1([CH2:7][CH:8]2[O:9][CH2:10]2)[CH2:2][CH2:3][CH2:4][CH2:5][CH2:6]1.[H-:22].[Na+:21].[O:16]=[CH:17][N:18]([CH3:19])[CH3:20]>>[CH:1]1([CH2:7][CH:8]([OH:9])[CH2:10][O:15][CH:12]([CH3:11])[CH2:13][CH3:14])[CH2:2][CH2:3][CH2:4][CH2:5][CH2:6]1. Starting materials: ClC=1C(N(N=CC1Cl)C1OCCCC1)=O (4,5-dichloro-2-(tetrahydropyran-2-yl)-2H-pyridazin-3-one), ClC=1C(N(N=CC1Cl)C1OCCCC1)=O (4,5-dichloro-2-(tetrahydropyran-2-yl)-2H-pyridazin-3-one), C([O-])([O-])=O.[K+].[K+] (potassium carbonate), OC1=C(C#N)C=CC=C1 (2-hydroxy-benzonitrile). Isolated yield 99.2%. Procedure: A solution of 4,5-dichloro-2-(tetrahydropyran-2-yl)-2H-pyridazin-3-one (Intermediate 20, 60 g, 0.24 mol) in acetonitrile (500 mL) was treated with potassium carbonate (35.2 g, 0.26 mol) and 2-hydroxy-benzonitrile (29 g, 0.24 mol). The resulting reaction mixture was heated at reflux for 2 h and then allowed to cool to 25° C. The reaction mixture was then partitioned between water and methylene chloride. The organics were washed with a saturated aqueous sodium chloride solution, dried over sodium ... Product: ClC1=C(C=NN(C1=O)C1OCCCC1)OC1=C(C#N)C=CC=C1 (2-[5-chloro-6-oxo-1-(tetrahydro-pyran-2-yl)-1,6-dihydro-pyridazin-4-yloxy]-benzonitrile). As a reaction SMILES: [Cl:1][C:2]1[C:3](=[O:15])[N:4]([CH:9]2[CH2:14][CH2:13][CH2:12][CH2:11][O:10]2)[N:5]=[CH:6][C:7]=1Cl.C(=O)([O-])[O-].[K+].[K+].[OH:22][C:23]1[CH:30]=[CH:29][CH:28]=[CH:27][C:24]=1[C:25]#[N:26]>C(#N)C>[Cl:1][C:2]1[C:3](=[O:15])[N:4]([CH:9]2[CH2:14][CH2:13][CH2:12][CH2:11][O:10]2)[N:5]=[CH:6][C:7]=1[O:22][C:23]1[CH:30]=[CH:29][CH:28]=[CH:27][C:24]=1[C:25]#[N:26] |f:1.2.3|. Run in C(C)#N (acetonitrile). Reaction conditions: temperature 25 celsius.